The task is: describe an organic reaction: reactants, conditions, products, and yield. This data is from the Open Reaction Database (ORD), a public repository of structured organic reaction records. Starting materials: CS(=O)(=O)O (methanesulfonic acid), C1(CC1)N1C=C(C(C2=CC(=C(C(=C12)OC(F)F)N1CC(NCC1)C)F)=O)C(=O)O (1-Cyclopropyl-8-difluoromethoxy-6-fluoro-7-(3-methylpiperazinyl)-1,4-dihydro-4-oxoquinoline-3-carboxylic acid). Run in CO (methanol). Product: CS(=O)(=O)O.C1(CC1)N1C=C(C(C2=CC(=C(C(=C12)OC(F)F)N1CC(NCC1)C)F)=O)C(=O)O (1-Cyclopropyl-8-difluoromethoxy-6-fluoro-7-(3-methylpiperazinyl)-1,4-dihydro-4-oxoquinoline-3-carboxylic acid methanesulfonic acid salt). Isolated yield 95.5%. Reaction SMILES: [CH3:1][S:2]([OH:5])(=[O:4])=[O:3].[CH:6]1([N:9]2[C:18]3[C:13](=[CH:14][C:15]([F:30])=[C:16]([N:23]4[CH2:28][CH2:27][NH:26][CH:25]([CH3:29])[CH2:24]4)[C:17]=3[O:19][CH:20]([F:22])[F:21])[C:12](=[O:31])[C:11]([C:32]([OH:34])=[O:33])=[CH:10]2)[CH2:8][CH2:7]1>CO>[CH3:1][S:2]([OH:5])(=[O:4])=[O:3].[CH:6]1([N:9]2[C:18]3[C:13](=[CH:14][C:15]([F:30])=[C:16]([N:23]4[CH2:28][CH2:27][NH:26][CH:25]([CH3:29])[CH2:24]4)[C:17]=3[O:19][CH:20]([F:22])[F:21])[C:12](=[O:31])[C:11]([C:32]([OH:34])=[O:33])=[CH:10]2)[CH2:8][CH2:7]1 |f:3.4|. Procedure details: 0.093 g (0.00097 moles) of methanesulfonic acid was added to a suspension of 0.40 g of 1-cyclopropyl-8-difluoromethoxy-6-fluoro-7-(3-methylpiperazinyl)-1,4-dihydro-4-oxoquinoline-3-carboxylic acid (prepared as described in Example 1) in 50 ml of methanol to obtain a transparent solution. This was concentrated by evaporation under reduced pressure, and the residue was washed with ethanol, to give 0.47 g of the title compound (methanesulfonic acid salt) as a colorless powder, melting at 289°-292° ... Reactants: C(C)OC(CCNC(=O)C1=CC2=NC=CC(=C2S1)OC1=CC(=C(C=C1)NC(=O)NC1=C(C=CC(=C1)C)F)F)OCC (N-(3,3-diethoxypropyl)-7-[3-fluoro-4-({[(2-fluoro-5-methylphenyl)amino]carbonyl}amino)phenoxy]thieno[3,2-b]pyridine-2-carboxamide), Cl (HCl), [OH-].[Na+] (NaOH), O (water). Solvent: O1CCCC1 (tetrahydrofuran). Conditions: time 5 hour. Yields the product FC=1C=C(OC2=C3C(=NC=C2)C=C(S3)C(=O)NCCC=O)C=CC1NC(=O)NC1=C(C=CC(=C1)C)F (7-[3-fluoro-4-({[(2-fluoro-5-methylphenyl)amino]carbonyl}amino)phenoxy]-N-(3-oxopropyl)thieno[3,2-b]pyridine-2-carboxamide). RXN SMILES: C([O:3][CH:4](OCC)[CH2:5][CH2:6][NH:7][C:8]([C:10]1[S:18][C:17]2[C:12](=[N:13][CH:14]=[CH:15][C:16]=2[O:19][C:20]2[CH:25]=[CH:24][C:23]([NH:26][C:27]([NH:29][C:30]3[CH:35]=[C:34]([CH3:36])[CH:33]=[CH:32][C:31]=3[F:37])=[O:28])=[C:22]([F:38])[CH:21]=2)[CH:11]=1)=[O:9])C.Cl.O.[OH-].[Na+]>O1CCCC1>[F:38][C:22]1[CH:21]=[C:20]([CH:25]=[CH:24][C:23]=1[NH:26][C:27]([NH:29][C:30]1[CH:35]=[C:34]([CH3:36])[CH:33]=[CH:32][C:31]=1[F:37])=[O:28])[O:19][C:16]1[CH:15]=[CH:14][N:13]=[C:12]2[CH:11]=[C:10]([C:8]([NH:7][CH2:6][CH2:5][CH:4]=[O:3])=[O:9])[S:18][C:17]=12 |f:3.4|. Procedure details: To a stirred solution of N-(3,3-diethoxypropyl)-7-[3-fluoro-4-({[(2-fluoro-5-methylphenyl)amino]carbonyl}amino)phenoxy]thieno[3,2-b]pyridine-2-carboxamide (1.23 g, 2.11 mmol) in 20 ml of tetrahydrofuran was added 2 ml of 2M HCl (4.0 mmol). The mixture was stirred at room temperature for 5 hours and poured into 100 ml of water. 1M NaOH solution was added slowly until pH=7˜8. The precipitates were filtered, washed with water and dried in vacuo to give 7-[3-fluoro-4-({[(2-fluoro-5-methylphenyl)amin...